From a dataset of the Open Reaction Database (ORD), a public repository of structured organic reaction records. describe an organic reaction: reactants, conditions, products, and yield The reactants are FC1=C(C=CC=C1C)NC1=C(C=NC=2N1N=CC2C(=O)O)C(=O)N2CCC1(CC2)COC2=C1C=CC=C2 (7-(2-Fluoro-3-methylphenylamino)-6-(2H-spiro[benzofuran-3,4′-piperidine]-1′-ylcarbonyl)pyrazolo[1,5-a]pyrimidine-3-carboxylic acid), C(C)S(=O)(=O)N (ethanesulfonamide). Product: FC1=C(C=CC=C1C)NC1=C(C=NC=2N1N=CC2C(=O)NS(=O)(=O)CC)C(=O)N2CCC1(CC2)COC2=C1C=CC=C2 (N-[7-(2-Fluoro-3-methylphenylamino)-6-(2H-spiro[benzofuran-3,4′-piperidine]-1′-ylcarbonyl)pyrazolo[1,5-a]pyrimidine-3-carbonyl]ethanesulfonamide). Yield: 53.0%. RXN SMILES: [F:1][C:2]1[C:7]([CH3:8])=[CH:6][CH:5]=[CH:4][C:3]=1[NH:9][C:10]1[N:15]2[N:16]=[CH:17][C:18]([C:19]([OH:21])=O)=[C:14]2[N:13]=[CH:12][C:11]=1[C:22]([N:24]1[CH2:29][CH2:28][C:27]2([C:33]3[CH:34]=[CH:35][CH:36]=[CH:37][C:32]=3[O:31][CH2:30]2)[CH2:26][CH2:25]1)=[O:23].[CH2:38]([S:40]([NH2:43])(=[O:42])=[O:41])[CH3:39]>>[F:1][C:2]1[C:7]([CH3:8])=[CH:6][CH:5]=[CH:4][C:3]=1[NH:9][C:10]1[N:15]2[N:16]=[CH:17][C:18]([C:19]([NH:43][S:40]([CH2:38][CH3:39])(=[O:42])=[O:41])=[O:21])=[C:14]2[N:13]=[CH:12][C:11]=1[C:22]([N:24]1[CH2:29][CH2:28][C:27]2([C:33]3[CH:34]=[CH:35][CH:36]=[CH:37][C:32]=3[O:31][CH2:30]2)[CH2:26][CH2:25]1)=[O:23]. Reported procedure: In the same manner as in Example 1, step 6 and using 7-(2-fluoro-3-methylphenylamino)-6-(2H-spiro[benzofuran-3,4′-piperidine]-1′-ylcarbonyl)pyrazolo[1,5-a]pyrimidine-3-carboxylic acid (0.07 g, 0.14 mmol) obtained in step 2 and ethanesulfonamide (0.074 g, 0.7 mmol), the title compound (0.044 g, 53%) was obtained. The product is COC(=O)CCCCCCC1C(OC(C)=O)CC(OC2CCCCO2)C1C=CC(=O)C(F)(F)c1ccccc1. As a reaction SMILES: [C:22]([CH3:23])(=[O:24])[O:25][CH:26]1[CH2:27][CH:28]([O:43][CH:44]2[O:45][CH2:46][CH2:47][CH2:48][CH2:49]2)[CH:29]([CH:41]=[O:42])[CH:30]1[CH2:31][CH2:32][CH2:33][CH2:34][CH2:35][CH2:36][C:37](=[O:38])[O:39][CH3:40].[CH3:50][O:51][C:52]([CH3:53])([CH3:54])[CH3:55].[F:1][C:2]([C:3]([CH2:4][P:5](=[O:6])([O:7][CH3:8])[O:9][CH3:10])=[O:11])([c:12]1[cH:13][cH:14][cH:15][cH:16][cH:17]1)[F:18].[Li+:21].[OH-:20].[OH2:19].[OH2:56]>>[F:1][C:2]([C:3]([CH:4]=[CH:41][CH:29]1[CH:28]([O:43][CH:44]2[O:45][CH2:46][CH2:47][CH2:48][CH2:49]2)[CH2:27][CH:26]([O:25][C:22]([CH3:23])=[O:24])[CH:30]1[CH2:31][CH2:32][CH2:33][CH2:34][CH2:35][CH2:36][C:37](=[O:38])[O:39][CH3:40])=[O:11])([c:12]1[cH:13][cH:14][cH:15][cH:16][cH:17]1)[F:18]. The reactants are COC(=O)CCCCCCC1C(OC(C)=O)CC(OC2CCCCO2)C1C=O, COC(C)(C)C, COP(=O)(CC(=O)C(F)(F)c1ccccc1)OC, [Li+], [OH-], O, O. Reactants: O=C1NC2=CC=CC=C2C(N1CCCNCCCCNCCCN1C(NC2=CC=CC=C2C1=O)=O)=O (3-(3-{4-[3-(2,4-dioxo-1,4-dihydro-2H-quinazolin-3-yl)propylamino]butylamino}propyl)-1H-quinazoline-2,4-dione), ClC(=O)OCC (ethyl chloroformate). The solvent is N1=CC=CC=C1 (pyridine). Conditions: time 2 hour. The product is C(C)OC(N(CCCCN(C(=O)OCC)CCCN1C(NC2=CC=CC=C2C1=O)=O)CCCN1C(NC2=CC=CC=C2C1=O)=O)=O ([3-(2,4-dioxo-1,4-dihydro-2H-quinazolin-3-yl)propyl]-(4-{[3-(2,4-dioxo-1,4-dihydro-2H-quinazolin-3-yl)propyl]ethoxycarbonylamino}butyl)carbamic acid ethyl ester), solid. Yield: 24.0%. Reaction SMILES: [O:1]=[C:2]1[N:11]([CH2:12][CH2:13][CH2:14][NH:15][CH2:16][CH2:17][CH2:18][CH2:19][NH:20][CH2:21][CH2:22][CH2:23][N:24]2[C:33](=[O:34])[C:32]3[C:27](=[CH:28][CH:29]=[CH:30][CH:31]=3)[NH:26][C:25]2=[O:35])[C:10](=[O:36])[C:9]2[C:4](=[CH:5][CH:6]=[CH:7][CH:8]=2)[NH:3]1.Cl[C:38]([O:40][CH2:41][CH3:42])=[O:39]>N1C=CC=CC=1>[CH2:41]([O:40][C:38](=[O:39])[N:15]([CH2:14][CH2:13][CH2:12][N:11]1[C:10](=[O:36])[C:9]2[C:4](=[CH:5][CH:6]=[CH:7][CH:8]=2)[NH:3][C:2]1=[O:1])[CH2:16][CH2:17][CH2:18][CH2:19][N:20]([CH2:21][CH2:22][CH2:23][N:24]1[C:33](=[O:34])[C:32]2[C:27](=[CH:28][CH:29]=[CH:30][CH:31]=2)[NH:26][C:25]1=[O:35])[C:38]([O:40][CH2:41][CH3:42])=[O:39])[CH3:42]. Reported procedure: 3-(3-{4-[3-(2,4-dioxo-1,4-dihydro-2H-quinazolin-3-yl)propylamino]butylamino}propyl)-1H-quinazoline-2,4-dione (2 g, 4.1 mmol) was dissolved in 40 mL pyridine and ethyl chloroformate (0.46 mL, 4.9 mmol) was added thereto. After 2 hours, pyridine was removed under reduced pressure and dichloromethane and water was added to the remaining residue. After each layer was separated, dichloromethane was removed and silica gel column-chromatography of the remaining residue was performed to give the title c... As a reaction SMILES: [CH2:36]([Al+:37][CH2:38][CH:39]([CH3:40])[CH3:41])[CH:42]([CH3:43])[CH3:44].[CH3:1][O:2][c:3]1[cH:4][cH:5][c:6]([CH2:7][N:8]([c:9]2[c:10]3[n:11]([n:12][c:13]([C:15]#[N:16])[cH:14]2)[cH:17][cH:18][n:19]3)[c:20]2[cH:21][cH:22][cH:23][cH:24][cH:25]2)[cH:26][cH:27]1.[CH3:28][c:29]1[cH:30][cH:31][cH:32][cH:33][cH:34]1.[CH3:46][CH2:47][O:48][C:49](=[O:50])[CH3:51].[ClH:45].[H-:35]>>[CH3:1][O:2][c:3]1[cH:4][cH:5][c:6]([CH2:7][N:8]([c:9]2[c:10]3[n:11]([n:12][c:13]([CH2:15][NH2:16])[cH:14]2)[cH:17][cH:18][n:19]3)[c:20]2[cH:21][cH:22][cH:23][cH:24][cH:25]2)[cH:26][cH:27]1. The product is COc1ccc(CN(c2ccccc2)c2cc(CN)nn3ccnc23)cc1. The reactants are CC(C)C[Al+]CC(C)C, COc1ccc(CN(c2ccccc2)c2cc(C#N)nn3ccnc23)cc1, Cc1ccccc1, CCOC(C)=O, Cl, [H-]. Starting materials: [Na+], O=C1Cc2cc(Oc3ccccc3Cl)ccc2N1, C1COCCO1, [OH-], O. Reaction SMILES: [Na+:20].[O:1]=[C:2]1[NH:3][c:4]2[cH:5][cH:6][c:7]([O:11][c:12]3[c:13]([Cl:18])[cH:14][cH:15][cH:16][cH:17]3)[cH:8][c:9]2[CH2:10]1.[O:21]1[CH2:22][CH2:23][O:24][CH2:25][CH2:26]1.[OH-:19].[OH2:27]>>[Na+:20].[O:1]=[C:2]([CH2:10][c:9]1[c:4]([NH2:3])[cH:5][cH:6][c:7]([O:11][c:12]2[c:13]([Cl:18])[cH:14][cH:15][cH:16][cH:17]2)[cH:8]1)[O-:21]. Product: [Na+], Nc1ccc(Oc2ccccc2Cl)cc1CC(=O)[O-].